Dataset: the Open Reaction Database (ORD), a public repository of structured organic reaction records. Task: describe an organic reaction: reactants, conditions, products, and yield Starting materials: C(=O)OC (methyl formate), ClC1=C(C=CC(=C1)Cl)F (2,4-dichloro-1-fluorobenzene), solution, [Li]CCCC (n-BuLi), hexanes. The solvent is C1CCOC1 (THF). Run at temperature -74 celsius, time 1.5 hour. Yields the product ClC1=C(C=O)C(=CC=C1F)Cl (2,6-Dichloro-3-fluorobenzaldehyde). Reaction SMILES: [Cl:1][C:2]1[CH:7]=[C:6]([Cl:8])[CH:5]=[CH:4][C:3]=1[F:9].[Li]CCCC.[CH:15](OC)=[O:16]>C1COCC1>[Cl:1][C:2]1[C:3]([F:9])=[CH:4][CH:5]=[C:6]([Cl:8])[C:7]=1[CH:15]=[O:16]. Procedure details: Alternate preparation: To a solution of 2,4-dichloro-1-fluorobenzene (100 g, 0.606 mol) in THF (1.4 L) under nitrogen at −78° C., was added a 2.5 M solution of n-BuLi in hexanes (267 mL, 0.666 mol) dropwise over a period of 30 min, maintaining the temperature between −70 to −78° C. After 1.5 h stirring at −78° C., methyl formate (72.6 mL, 1.21 mol) was added slowly, and the reaction mixture was stirred overnight, warming up to rt. The reaction was quenched with sat. aqueous NH4Cl (200 mL) and th... The reactants are FC=1C=C(C=CC1)C1CNCCC1CN(C(OC(C)(C)C)=O)[C@H](C)C1=CC=CC2=CC=CC=C12 (tert-butyl {[3-(3-fluorophenyl)piperidin-4-yl]methyl}[(1R)-1-(1-naphthyl)ethyl]carbamate), ClC(CCC(=O)OCC)=O (ethyl 4-chloro-4-oxobutanoate), C1CCOC1 (THF), [Cl-].[NH4+] (ammonium chloride). Solvent: C(C)N(CC)CC (triethylamine). Conditions: time 3 day. Yields the product C(C)(C)(C)OC(=O)N([C@H](C)C1=CC=CC2=CC=CC=C12)CC1C(CN(CC1)C(CCC(=O)OCC)=O)C1=CC(=CC=C1)F (ethyl 4-[4-({(tert-butoxycarbonyl)[(1R)-1-(1-naphthyl)ethyl]amino}methyl)-3-(3-fluorophenyl)piperidin-1-yl]-4-oxobutanoate). Isolated yield 99.7%. RXN SMILES: [F:1][C:2]1[CH:3]=[C:4]([CH:8]2[CH:13]([CH2:14][N:15]([C@@H:23]([C:25]3[C:34]4[C:29](=[CH:30][CH:31]=[CH:32][CH:33]=4)[CH:28]=[CH:27][CH:26]=3)[CH3:24])[C:16](=[O:22])[O:17][C:18]([CH3:21])([CH3:20])[CH3:19])[CH2:12][CH2:11][NH:10][CH2:9]2)[CH:5]=[CH:6][CH:7]=1.Cl[C:36](=[O:44])[CH2:37][CH2:38][C:39]([O:41][CH2:42][CH3:43])=[O:40].C1COCC1.[Cl-].[NH4+]>C(N(CC)CC)C>[C:18]([O:17][C:16]([N:15]([CH2:14][CH:13]1[CH2:12][CH2:11][N:10]([C:36](=[O:44])[CH2:37][CH2:38][C:39]([O:41][CH2:42][CH3:43])=[O:40])[CH2:9][CH:8]1[C:4]1[CH:5]=[CH:6][CH:7]=[C:2]([F:1])[CH:3]=1)[C@@H:23]([C:25]1[C:34]2[C:29](=[CH:30][CH:31]=[CH:32][CH:33]=2)[CH:28]=[CH:27][CH:26]=1)[CH3:24])=[O:22])([CH3:19])([CH3:21])[CH3:20] |f:3.4|. Procedure: To a mixture of 139 mg of tert-butyl {[3-(3-fluorophenyl)piperidin-4-yl]methyl}[(1R)-1-(1-naphthyl)ethyl]carbamate, 54 mg of ethyl 4-chloro-4-oxobutanoate, and 4.0 mL of THF was added 0.084 mL of triethylamine at room temperature, followed by stirring for 3 days. To the reaction mixture was added a saturated aqueous ammonium chloride solution, followed by extraction with ethyl acetate. Then, the organic layer was washed with water and saturated brine, and then dried over anhydrous sodium sulfate... The reactants are Cc1ccc(S(=O)(=O)OCC2COc3ccc4nc(C)ccc4c3O2)cc1, CS(C)=O, N#CC1(c2ccccc2)CCNCC1. Yields the product Cc1ccc2c3c(ccc2n1)OCC(CN1CCC(C#N)(c2ccccc2)CC1)O3. Reaction SMILES: [CH3:1][c:2]1[cH:3][cH:4][c:5]([S:6]([O:7][CH2:12][CH:13]2[CH2:14][O:15][c:16]3[c:17]([c:18]4[cH:19][cH:20][c:21]([CH3:26])[n:22][c:23]4[cH:24][cH:25]3)[O:27]2)(=[O:8])=[O:9])[cH:10][cH:11]1.[CH3:42][S:43]([CH3:44])=[O:45].[c:28]1([C:34]2([C:40]#[N:41])[CH2:35][CH2:36][NH:37][CH2:38][CH2:39]2)[cH:29][cH:30][cH:31][cH:32][cH:33]1>>[CH2:12]([CH:13]1[CH2:14][O:15][c:16]2[c:17]([c:18]3[cH:19][cH:20][c:21]([CH3:26])[n:22][c:23]3[cH:24][cH:25]2)[O:27]1)[N:37]1[CH2:36][CH2:35][C:34]([c:28]2[cH:29][cH:30][cH:31][cH:32][cH:33]2)([C:40]#[N:41])[CH2:39][CH2:38]1. Reactants: COC(=O)c1ccc2c(c1)CC(C)(C)C(c1cccc(C(=O)N3CCCC3)c1)N2, CO, [Na+], [OH-]. The product is CC1(C)Cc2cc(C(=O)O)ccc2NC1c1cccc(C(=O)N2CCCC2)c1. Reaction SMILES: [CH3:1][C:2]1([CH3:29])[CH:3]([c:16]2[cH:17][c:18]([C:22](=[O:23])[N:24]3[CH2:25][CH2:26][CH2:27][CH2:28]3)[cH:19][cH:20][cH:21]2)[NH:4][c:5]2[cH:6][cH:7][c:8]([C:12](=[O:13])[O:14][CH3:15])[cH:9][c:10]2[CH2:11]1.[CH3:32][OH:33].[Na+:31].[OH-:30]>>[CH3:1][C:2]1([CH3:29])[CH:3]([c:16]2[cH:17][c:18]([C:22](=[O:23])[N:24]3[CH2:25][CH2:26][CH2:27][CH2:28]3)[cH:19][cH:20][cH:21]2)[NH:4][c:5]2[cH:6][cH:7][c:8]([C:12](=[O:13])[OH:14])[cH:9][c:10]2[CH2:11]1. Reactants: CC1(C)OCC(CCBr)CO1, O=C([O-])[O-], [K+], [K+], CN(C)C=O, O=c1cc[nH]c(=O)[nH]1. Yields the product CC1(C)OCC(CCn2ccc(=O)[nH]c2=O)CO1. As a reaction SMILES: [Br:1][CH2:2][CH2:3][CH:4]1[CH2:5][O:6][C:7]([CH3:10])([CH3:11])[O:8][CH2:9]1.[C:20](=[O:21])([O-:22])[O-:23].[K+:24].[K+:25].[O:26]=[CH:27][N:28]([CH3:29])[CH3:30].[nH:12]1[c:13](=[O:14])[nH:15][c:16](=[O:17])[cH:18][cH:19]1>>[CH2:2]([CH2:3][CH:4]1[CH2:5][O:6][C:7]([CH3:10])([CH3:11])[O:8][CH2:9]1)[n:12]1[c:13](=[O:14])[nH:15][c:16](=[O:17])[cH:18][cH:19]1. The reactants are [C-]#N.[K+] (Potassium Cyanide), BrC=1C(=CC2=C(C=3N(CCO2)C(=C(N3)C(=O)N)I)C1)F (10-bromo-9-fluoro-3-iodo-5,6-dihydroimidazo[1,2-d][1,4]benzoxazepine-2-carboxamide). Reagents/catalysts: [Cu]I (Copper (I) Iodide). Solvent: CN(C)C=O (DMF). Run at temperature 150 celsius. Product: BrC=1C(=CC2=C(C=3N(CCO2)C(=C(N3)C(=O)N)C#N)C1)F (10-bromo-3-cyano-9-fluoro-5,6-dihydroimidazo[1,2-d][1,4]benzoxazepine-2-carboxamide). As a reaction SMILES: [C-:1]#[N:2].[K+].[Br:4][C:5]1[C:6]([F:23])=[CH:7][C:8]2[O:14][CH2:13][CH2:12][N:11]3[C:15](I)=[C:16]([C:18]([NH2:20])=[O:19])[N:17]=[C:10]3[C:9]=2[CH:22]=1>CN(C=O)C.[Cu]I>[Br:4][C:5]1[C:6]([F:23])=[CH:7][C:8]2[O:14][CH2:13][CH2:12][N:11]3[C:15]([C:1]#[N:2])=[C:16]([C:18]([NH2:20])=[O:19])[N:17]=[C:10]3[C:9]=2[CH:22]=1 |f:0.1|. Procedure details: Potassium Cyanide (0.8 eq) and Copper (I) Iodide (0.2 eq) were added to solution of 10-bromo-9-fluoro-3-iodo-5,6-dihydroimidazo[1,2-d][1,4]benzoxazepine-2-carboxamide (0.05 g) in DMF (3 ml/mmol). The reaction was heated overnight at 150° C., filtered and purified by reverse phase hplc to give 10-bromo-3-cyano-9-fluoro-5,6-dihydroimidazo[1,2-d][1,4]benzoxazepine-2-carboxamide. This intermediate was reacted with 2-Methyl-3-butyne-ol similar to as described in Procedure E to afford 12 mg of 3-cyano...